From a dataset of the Open Reaction Database (ORD), a public repository of structured organic reaction records. describe an organic reaction: reactants, conditions, products, and yield Starting materials: OC1=NC=CC=C1C(F)(F)F (2-hydroxy-3-(trifluoromethyl)pyridine), C(C)#N (acetonitrile), CN(C=O)C (dimethylformamide), IN1C(CCC1=O)=O (N-iodosuccinimide). Conditions: temperature 80 celsius. Yields the product OC1=NC=C(C=C1C(F)(F)F)I (2-hydroxy-3-trifluoromethyl-5-(iodo)pyridine). Yield: 80.0%. As a reaction SMILES: [OH:1][C:2]1[C:7]([C:8]([F:11])([F:10])[F:9])=[CH:6][CH:5]=[CH:4][N:3]=1.C(#N)C.CN(C)C=O.[I:20]N1C(=O)CCC1=O>>[OH:1][C:2]1[C:7]([C:8]([F:9])([F:11])[F:10])=[CH:6][C:5]([I:20])=[CH:4][N:3]=1. Procedure: A solution of 2-hydroxy-3-(trifluoromethyl)pyridine C in a mixture of N-iodosuccinimide (NIS), acetonitrile, and dimethylformamide (DMF) is heated at 80° C. for 2 hours to produce 2-hydroxy-3-trifluoromethyl-5-(iodo)pyridine I (greater than 80% yield). The 2-hydroxy-3-trifluoromethyl-5-(iodo)pyridine I is then mixed with POCl3 in DMF and heated to 130° C. in a microwave for 20 minutes to produce 2-chloro-3-trifluoromethyl-5-(iodo)pyridine J (yield of 50 to 55%). The 2-chloro-3-trifluoromethyl-5-... The reactants are Fc1ccccc1Br, C1CC2(PC34CCC(CC3)C4)CCC1C2, O=C([O-])[O-], N#Cc1ccccc1, N#Cc1ccccc1, CCOCC, [Cl-], [Cl-], [Na+], [Na+], [Na+], C1COCCO1, [OH-], O, [Pd+2]. Product: O=C(O)c1ccccc1F. As a reaction SMILES: [Br:7][c:8]1[c:9]([F:14])[cH:10][cH:11][cH:12][cH:13]1.[C:16]12([PH:17][C:18]34[CH2:19][CH:20]([CH2:21][CH2:22]3)[CH2:23][CH2:24]4)[CH2:25][CH:26]([CH2:27][CH2:28]1)[CH2:29][CH2:30]2.[C:1]([O-:2])([O-:3])=[O:4].[C:46](#[N:47])[c:48]1[cH:49][cH:50][cH:51][cH:52][cH:53]1.[C:54](#[N:55])[c:56]1[cH:57][cH:58][cH:59][cH:60][cH:61]1.[CH3:39][CH2:40][O:41][CH2:42][CH3:43].[Cl-:44].[Cl-:45].[Na+:38].[Na+:5].[Na+:6].[O:31]1[CH2:32][CH2:33][O:34][CH2:35][CH2:36]1.[OH-:37].[OH2:15].[Pd+2:62]>>[C:1]([OH:2])(=[O:4])[c:8]1[c:9]([F:14])[cH:10][cH:11][cH:12][cH:13]1.